Dataset: the Open Reaction Database (ORD), a public repository of structured organic reaction records. Task: describe an organic reaction: reactants, conditions, products, and yield The reactants are Cl.NN=CC1=CC=C(C(=O)NC=2C=CC3=C(C(CC(O3)CC(=O)OCC)(C)C)C2)C=C1 (ethyl rac-(6-(N-(4-(aminoiminomethyl)benzoyl)amino)-3,4-dihydro-4,4-dimethyl-2H-1-benzopyran-2-yl)acetate hydrochloride), [OH-].[Na+] (sodium hydroxide). The solvent is C(C)O (ethanol). Run at time 4 hour. The product is NN=CC1=CC=C(C(=O)NC=2C=CC3=C(C(CC(O3)CC(=O)O)(C)C)C2)C=C1 (rac-(6-(N-(4-(Aminoiminomethyl)benzoyl)amino)-3,4-dihydro-4,4-dimethyl-2H-1-benzopyran-2-yl)acetic Acid). RXN SMILES: Cl.[NH2:2][N:3]=[CH:4][C:5]1[CH:31]=[CH:30][C:8]([C:9]([NH:11][C:12]2[CH:13]=[CH:14][C:15]3[O:20][CH:19]([CH2:21][C:22]([O:24]CC)=[O:23])[CH2:18][C:17]([CH3:28])([CH3:27])[C:16]=3[CH:29]=2)=[O:10])=[CH:7][CH:6]=1.[OH-].[Na+]>C(O)C>[NH2:2][N:3]=[CH:4][C:5]1[CH:31]=[CH:30][C:8]([C:9]([NH:11][C:12]2[CH:13]=[CH:14][C:15]3[O:20][CH:19]([CH2:21][C:22]([OH:24])=[O:23])[CH2:18][C:17]([CH3:28])([CH3:27])[C:16]=3[CH:29]=2)=[O:10])=[CH:7][CH:6]=1 |f:0.1,2.3|. Procedure details: 0.3 g (0.67 mmol) of the ester from Example 79 were suspended in 10 ml ethanol followed by addition of 1 ml aqueous 2 N sodium hydroxide. It was stirred at room temperature for 4 hours. The mixture was filtered, the filtrate concentrated to dryness under reduced pressure, and the residue was dissolved in water. It was then neutralized with diluted acetic acid, and the precipitate of the compound (336) was filtered with suction, washed thoroughly with water, and dried in vacuo at 50° C. Yield: 0.... Starting materials: N(CC(=O)N([C@@H](CC1=CC=CC=C1)C(=O)NNC(=S)N)C)C(=O)OC(C)(C)C (BOC-Gly-MePhe-NHNHCSNH2), TEA, N([C@H](CC(N)=O)C(=O)O)C(=O)OC(C)(C)C (BOC-(D)-Asn-OH), C1C2C=CC1C3C2C(=O)N(C3=O)O (HONB), C1CCC(CC1)N=C=NC2CCCCC2 (DCC). Solvent: FC(C(=O)O)(F)F (trifluoroacetic acid), CN(C)C=O (DMF). Conditions: time 10 minute. Product: N([C@H](CC(N)=O)C(=O)NCC(=O)N([C@@H](CC1=CC=CC=C1)C(=O)NNC(=S)N)C)C(=O)OC(C)(C)C (BOC-(D)-Asn-Gly-MePhe-NHNHCSNH2). Reaction SMILES: [NH:1]([C:22]([O:24]C(C)(C)C)=O)[CH2:2][C:3]([N:5]([CH3:21])[C@H:6]([C:14]([NH:16][NH:17][C:18]([NH2:20])=[S:19])=[O:15])[CH2:7][C:8]1[CH:13]=[CH:12][CH:11]=[CH:10][CH:9]=1)=[O:4].[NH:29]([C:38]([O:40][C:41]([CH3:44])([CH3:43])[CH3:42])=[O:39])[C@@H:30](C(O)=O)[CH2:31][C:32](=[O:34])[NH2:33].C1C2C3C(=O)N(O)C(=O)C3C1C=C2.C1CCC(N=C=NC2CCCCC2)CC1>FC(F)(F)C(O)=O.CN(C=O)C>[NH:29]([C:38]([O:40][C:41]([CH3:44])([CH3:43])[CH3:42])=[O:39])[C@@H:30]([C:22]([NH:1][CH2:2][C:3]([N:5]([CH3:21])[C@H:6]([C:14]([NH:16][NH:17][C:18]([NH2:20])=[S:19])=[O:15])[CH2:7][C:8]1[CH:9]=[CH:10][CH:11]=[CH:12][CH:13]=1)=[O:4])=[O:24])[CH2:31][C:32](=[O:34])[NH2:33]. Procedure details: In 10 ml of trifluoroacetic acid is dissolved 0.80 g of BOC-Gly-MePhe-NHNHCSNH2 and the solution is shaken for 10 minutes, concentrated, treated with ether and filtered to obtain a powder. This powder is dissolved in 10 ml of DMF, and after ice-cooling, the solution is neutralized with 0.20 ml of TEA followed by addition of 0.47 g of BOC-(D)-Asn-OH, 0.40 g of HONB and 0.45 g of DCC. The mixture is stirred for 20 hours, the precipitated DCU filtered off, the solvent distilled off and the residue ... Starting materials: CN1N=CC(=C1)B1OC(C(O1)(C)C)(C)C (1-methyl-4-(4,4,5,5-tetramethyl-[1,3,2]dioxaborolan-2-yl)-1H-pyrazole), CCOC(=O)C (EtOAc), ClC=1C=CC=2N(N1)C(=CN2)C(C)(O)C2=CC1=CN(N=C1C=C2)COCC[Si](C)(C)C ((rac)-1-(6-chloro-imidazo[1,2-b]pyridazin-3-yl)-1-[2-(2-trimethylsilanyl-ethoxymethyl)-2H-indazol-5-yl]-ethanol), C(=O)([O-])[O-].[K+].[K+] (K2CO3). Reagents/catalysts: Cl[Pd]([P](C1=CC=CC=C1)(C2=CC=CC=C2)C3=CC=CC=C3)([P](C4=CC=CC=C4)(C5=CC=CC=C5)C6=CC=CC=C6)Cl (PdCl2(PPh3)2). Run in COCCOC (DME), [Cl-].[Na+].O (brine). Reaction conditions: temperature 80 celsius. Yields the product CN1N=CC(=C1)C=1C=CC=2N(N1)C(=CN2)C(C)(O)C2=CC1=CN(N=C1C=C2)COCC[Si](C)(C)C ((rac)-1-[6-(1-Methyl-1H-pyrazol-4-yl)-imidazo[1,2-b]pyridazin-3-yl]-1-[2-(2-trimethylsilanyl-ethoxymethyl)-2H-indazol-5-yl]-ethanol). RXN SMILES: Cl[C:2]1[CH:3]=[CH:4][C:5]2[N:6]([C:8]([C:11]([C:14]3[CH:22]=[CH:21][C:20]4[C:16](=[CH:17][N:18]([CH2:23][O:24][CH2:25][CH2:26][Si:27]([CH3:30])([CH3:29])[CH3:28])[N:19]=4)[CH:15]=3)([OH:13])[CH3:12])=[CH:9][N:10]=2)[N:7]=1.[CH3:31][N:32]1[CH:36]=[C:35](B2OC(C)(C)C(C)(C)O2)[CH:34]=[N:33]1.C([O-])([O-])=O.[K+].[K+].CCOC(C)=O>COCCOC.[Cl-].[Na+].O.Cl[Pd](Cl)([P](C1C=CC=CC=1)(C1C=CC=CC=1)C1C=CC=CC=1)[P](C1C=CC=CC=1)(C1C=CC=CC=1)C1C=CC=CC=1>[CH3:31][N:32]1[CH:36]=[C:35]([C:2]2[CH:3]=[CH:4][C:5]3[N:6]([C:8]([C:11]([C:14]4[CH:22]=[CH:21][C:20]5[C:16](=[CH:17][N:18]([CH2:23][O:24][CH2:25][CH2:26][Si:27]([CH3:30])([CH3:29])[CH3:28])[N:19]=5)[CH:15]=4)([OH:13])[CH3:12])=[CH:9][N:10]=3)[N:7]=2)[CH:34]=[N:33]1 |f:2.3.4,7.8.9,^1:69,88|. Procedure: To a solution of (rac)-1-(6-chloro-imidazo[1,2-b]pyridazin-3-yl)-1-[2-(2-trimethylsilanyl-ethoxymethyl)-2H-indazol-5-yl]-ethanol (Stage 195.2, 400 mg, 0.901 mmol) in DME (4 mL) degassed with argon was added 1-methyl-4-(4,4,5,5-tetramethyl-[1,3,2]dioxaborolan-2-yl)-1H-pyrazole (281 mg, 1.351 mmol), followed by 2 M K2CO3 (1.216 mL) and PdCl2(PPh3)2 (19 mg). The RM was heated at 80° C. for 5 h. It was then taken into EtOAc and brine and extracted. Combined organic layers were dried over Na2SO4 and ...